From a dataset of the Open Reaction Database (ORD), a public repository of structured organic reaction records. describe an organic reaction: reactants, conditions, products, and yield Starting materials: C1=C(C=CC=2C3=CC=CC=C3NC12)C1(C=O)CC=CC=C1 (1-(9H-carbazol-2-yl)benzaldehyde), BrC1=CC=C(C=C1)C1=CC=C(C=C1)N1C2=CC=CC=C2C=2C=CC=CC12 (9-(4′-bromobiphenyl-4-yl)-9H-carbazole), Cu bronze, N1=CC=CC2=CC=C3C=CC=NC3=C12 (1,10-phenanthroline), C([O-])([O-])=O.[K+].[K+] (potassium carbonate). Solvent: ClC1=C(C=CC=C1)Cl (1,2-dichlorobenzene). The product is C1=CC=CC=2C3=CC=CC=C3N(C12)C1=CC=C(C=C1)C1=CC=C(C=C1)N1C2=CC=CC=C2C=2C=CC(=CC12)C1=CC=C(C=O)C=C1 (4-[9-(4′-Carbazol-9-ylbiphenyl-4-yl)-9H-carbazol-2-yl]benzaldehyde). Isolated yield 138.7%. RXN SMILES: [CH:1]1[C:13]2[NH:12][C:11]3[C:6](=[CH:7][CH:8]=[CH:9][CH:10]=3)[C:5]=2[CH:4]=[CH:3][C:2]=1C1(C=CC=CC1)C=O.Br[C:23]1[CH:28]=[CH:27][C:26]([C:29]2[CH:34]=[CH:33][C:32]([N:35]3[C:47]4[CH:46]=[CH:45][CH:44]=[CH:43][C:42]=4[C:41]4[C:36]3=[CH:37][CH:38]=[CH:39][CH:40]=4)=[CH:31][CH:30]=2)=[CH:25][CH:24]=1.N1[C:61]2[C:52](=[CH:53][CH:54]=[C:55]3[C:60]=2N=CC=C3)[CH:51]=CC=1.C(=O)([O-])[O-:63].[K+].[K+]>ClC1C=CC=CC=1Cl>[CH:46]1[C:47]2[N:35]([C:32]3[CH:33]=[CH:34][C:29]([C:26]4[CH:27]=[CH:28][C:23]([N:12]5[C:4]6[CH:3]=[C:2]([C:55]7[CH:60]=[CH:61][C:52]([CH:51]=[O:63])=[CH:53][CH:54]=7)[CH:1]=[CH:13][C:5]=6[C:6]6[C:11]5=[CH:10][CH:9]=[CH:8][CH:7]=6)=[CH:24][CH:25]=4)=[CH:30][CH:31]=3)[C:36]3[C:41](=[CH:40][CH:39]=[CH:38][CH:37]=3)[C:42]=2[CH:43]=[CH:44][CH:45]=1 |f:3.4.5|. Procedure: 2.27 g (0.008367 mol) of 1-(9H-carbazol-2-yl)benzaldehyde, 4.0 g (0.010 mol) of 9-(4′-bromobiphenyl-4-yl)-9H-carbazole, 3.79 g of Cu bronze, 0.53 g (0.00294 mol) of 1,10-phenanthroline and 11.39 g (0.082 mol) of potassium carbonate are initially introduced. The solids are dissolved in 53 ml of 1,2-dichlorobenzene and stirred under reflux for 2 days. After filtration through Celite, the mixture is evaporated to dryness. Column chromatography with toluene/hexane as eluent give 2.4 g (49%) of clean... The reactants are Cl (hydrochloric acid), O(C1=CC=CC=C1)C1=C(C(=O)Cl)C=CC=C1 (2-phenoxybenzoyl chloride), C[N+]#[C-] (methyl isocyanide), C([O-])([O-])=O.[Ca+2] (calcium carbonate). The solvent is CC(=O)C (acetone), O (water). Conditions: temperature 50 celsius, time 3 hour. Product: CNC(C(=O)C1=C(C=CC=C1)OC1=CC=CC=C1)=O (N-methyl-2-(2-phenoxyphenyl)-2-oxoacetamide). The yield is 87.0%. As a reaction SMILES: [O:1]([C:8]1[CH:16]=[CH:15][CH:14]=[CH:13][C:9]=1[C:10](Cl)=[O:11])[C:2]1[CH:7]=[CH:6][CH:5]=[CH:4][CH:3]=1.[CH3:17][N+:18]#[C-:19].C(=O)([O-])[O-:21].[Ca+2].Cl>CC(C)=O.O>[CH3:19][NH:18][C:17](=[O:21])[C:10]([C:9]1[CH:13]=[CH:14][CH:15]=[CH:16][C:8]=1[O:1][C:2]1[CH:7]=[CH:6][CH:5]=[CH:4][CH:3]=1)=[O:11] |f:2.3|. Reported procedure: A mixture of 2-phenoxybenzoyl chloride (1.09 g) and methyl isocyanide (383 mg) was stirred at 50° C. for 3 hours. Then, the mixture was diluted with acetone (10 ml), and water (2 ml) and calcium carbonate (500 mg) were added. The resulting mixture was stirred for 1 hour. The mixture was neutralized with dilute hydrochloric acid and extracted with methylene chloride. After drying the organic layer, the solvent was evaporated under reduced pressure. The residue was subjected to column chromatograp... Starting materials: solution, [H-].C(C(C)C)[Al+]CC(C)C (diisobutylaluminium hydride), CON(C(=O)C1(CCC(CC1)O[Si](C)(C)C(C)(C)C)C(F)(F)F)C (4-(tert-Butyl-dimethyl-silanyloxy)-1-trifluoromethyl-cyclohexanecarboxylic acid methoxy-methyl-amide), aqueous solution, O.O.O.O.C(=O)([O-])C(O)C(O)C(=O)[O-].[Na+].[K+] (potassium sodium tartrate tetrahydrate). The solvent is C(Cl)Cl (CH2Cl2), C1CCOC1 (THF). Reaction conditions: temperature 0 celsius, time 30 minute. Product: C(C)(C)(C)[Si](OC1CCC(CC1)(C=O)C(F)(F)F)(C)C (4-(tert-Butyl-dimethyl-silanyloxy)-1-trifluoromethyl-cyclohexanecarbaldehyde). Yield: 97.8%. RXN SMILES: CON(C)[C:4]([C:6]1([C:20]([F:23])([F:22])[F:21])[CH2:11][CH2:10][CH:9]([O:12][Si:13]([C:16]([CH3:19])([CH3:18])[CH3:17])([CH3:15])[CH3:14])[CH2:8][CH2:7]1)=[O:5].[H-].C([Al+]CC(C)C)C(C)C.O.O.O.O.C(C(C(C([O-])=O)O)O)([O-])=O.[Na+].[K+]>C1COCC1.C(Cl)Cl>[C:16]([Si:13]([CH3:15])([CH3:14])[O:12][CH:9]1[CH2:10][CH2:11][C:6]([C:20]([F:23])([F:21])[F:22])([CH:4]=[O:5])[CH2:7][CH2:8]1)([CH3:19])([CH3:18])[CH3:17] |f:1.2,3.4.5.6.7.8.9|. Reported procedure: 4.15 g (11.2 mmol) of 4-(tert-Butyl-dimethyl-silanyloxy)-1-trifluoromethyl-cyclohexanecarboxylic acid methoxy-methyl-amide (70) were dissolved in 40 ml of anhydrous THF. Afterwards, 28.1 ml (28.1 mmol) of a 1M solution of diisobutylaluminium hydride in CH2Cl2 was added at 0° C. and the mixture was stirred at 0° C. for 30 minutes. 40 ml of a 10% aqueous solution of potassium sodium tartrate tetrahydrate were added and the mixture was stirred for 1 h at ambient temperature. The reaction mixture wa... Starting materials: COC=1C=C(C(=O)O)C=CC1OC (3,4-dimethoxybenzoic-acid), C=O (Formalin), Cl (hydrogen chloride), Cl (hydrogen chloride). Product: COC1=C2COC(=O)C2=CC=C1OC (4,5-dimethoxyphthalide). Reaction SMILES: [CH3:1][O:2][C:3]1[CH:4]=[C:5]([CH:9]=[CH:10][C:11]=1[O:12][CH3:13])[C:6]([OH:8])=[O:7].[CH2:14]=O.Cl>>[CH3:1][O:2][C:3]1[C:11]([O:12][CH3:13])=[CH:10][CH:9]=[C:5]2[C:4]=1[CH2:14][O:7][C:6]2=[O:8]. Reported procedure: 3,4-dimethoxybenzoic-acid (5.0 g, 27 mmol) was added to Formalin (36 ml) saturated with hydrogen chloride gas, and stirred with bubbling hydrogen chloride gas at 65° C. for 2 hrs. The reaction solution was concentrated under reduced pressure, and to the residue was added water (16 ml), followed by neutralizing with dilute aqueous ammonia (concentrated aqueous ammonia:water=2:3). The precipitated crystals were collected by filtration, washed with water, followed by drying to give 4.0 g of 4,5-dim... The reactants are CCN1CCC(C2CCN(C(=O)OCc3ccccc3)CC2)CC1, CC(=O)O, CO, [H][H], O. Product: CCN1CCC(C2CCNCC2)CC1. RXN SMILES: [CH2:1]([CH3:2])[N:3]1[CH2:4][CH2:5][CH:6]([CH:9]2[CH2:10][CH2:11][N:12]([C:15]([O:16][CH2:17][c:18]3[cH:19][cH:20][cH:21][cH:22][cH:23]3)=[O:24])[CH2:13][CH2:14]2)[CH2:7][CH2:8]1.[CH3:26][C:27](=[O:28])[OH:29].[CH3:32][OH:33].[H:30][H:31].[OH2:25]>>[CH2:1]([CH3:2])[N:3]1[CH2:4][CH2:5][CH:6]([CH:9]2[CH2:10][CH2:11][NH:12][CH2:13][CH2:14]2)[CH2:7][CH2:8]1.